The task is: describe an organic reaction: reactants, conditions, products, and yield. This data is from the Open Reaction Database (ORD), a public repository of structured organic reaction records. Reactants: C(C)(=O)O[C@H]1C=CCO[C@@H]1COC(C)=O (4,6-di-O-acetyl-1,5-anhydro-2,3-dideoxy-D-erythro-hex-2-enitol). Run in CO (methanol). Product: C(C)(=O)O[C@H]1CCCO[C@@H]1COC(C)=O (4,6-di-O-acetyl-1,5-anhydro-2,3-dideoxy-D-erythro-hexitol). Yield: 91.2%. Reaction SMILES: [C:1]([O:4][C@@H:5]1[C@@H:10]([CH2:11][O:12][C:13](=[O:15])[CH3:14])[O:9][CH2:8][CH:7]=[CH:6]1)(=[O:3])[CH3:2]>CO>[C:1]([O:4][C@@H:5]1[C@@H:10]([CH2:11][O:12][C:13](=[O:15])[CH3:14])[O:9][CH2:8][CH2:7][CH2:6]1)(=[O:3])[CH3:2]. Procedure: 4,6-di-O-acetyl-1,5-anhydro-2,3-dideoxy-D-erythro-hex-2-enitol (5.17 g; 24.1 mmol) was hydrogenated on platinum/charcoal (10%) in dry methanol (20 ml) for 25 h. Filtration and evaporation yields 4.75 g of product (91%). RXN SMILES: [C:1]([O:5][C:6]([N:8]1[C:12]2([CH2:17][CH2:16][CH2:15][N:14](CC3C=CC=CC=3)[C:13]2=O)[CH2:11][CH2:10][CH2:9]1)=[O:7])([CH3:4])([CH3:3])[CH3:2]>O1CCCC1.CO.[C+4].[OH-].[Pd+2].[OH-].[OH-].[OH-].[OH-].[OH-]>[C:1]([O:5][C:6]([N:8]1[C:12]2([CH2:17][CH2:16][CH2:15][NH:14][CH2:13]2)[CH2:11][CH2:10][CH2:9]1)=[O:7])([CH3:4])([CH3:2])[CH3:3] |f:1.2,3.4.5.6.7.8.9.10|. The reactants are C(C)(C)(C)OC(=O)N1CCCC12C(N(CCC2)CC2=CC=CC=C2)=O (7-benzyl-6-oxo-1,7-diazaspiro[4.5]decane-1-carboxylic acid tert-butyl ester). Solvent: O1CCCC1.CO (tetrahydrofuran methanol). Procedure details: To a solution of 7-benzyl-6-oxo-1,7-diazaspiro[4.5]decane-1-carboxylic acid tert-butyl ester (76 mg) in tetrahydrofuran/methanol (1 ml/1 ml) was added 20% palladium hydroxide carbon (15 mg), and the mixture was hydrogenated under 4 atmospheres. The mixture was filtered through Celite under nitrogen, and the filtrate was concentrated under reduced pressure to give the titled compound (51 mg). The product is C(C)(C)(C)OC(=O)N1CCCC12CNCCC2 (1,7-diazaspiro[4.5]decane-1-carboxylic acid tert-butyl ester). The reagents and catalysts are [C+4].[OH-].[Pd+2].[OH-].[OH-].[OH-].[OH-].[OH-] (palladium hydroxide carbon). Yield: 96.2%. The reactants are Cl, O=C(O)c1ccc(I)cc1NS(=O)(=O)c1c(F)cccc1F, CC(CN)c1ccc([N+](=O)[O-])cc1. The product is CC(CNC(=O)c1ccc(I)cc1NS(=O)(=O)c1c(F)cccc1F)c1ccc([N+](=O)[O-])cc1. Reaction SMILES: [ClH:23].[F:1][c:2]1[c:3]([S:9](=[O:10])(=[O:11])[NH:12][c:13]2[c:14]([C:15](=[O:16])[OH:17])[cH:18][cH:19][c:20]([I:22])[cH:21]2)[c:4]([F:8])[cH:5][cH:6][cH:7]1.[N+:24](=[O:25])([O-:26])[c:27]1[cH:28][cH:29][c:30]([CH:33]([CH2:34][NH2:35])[CH3:36])[cH:31][cH:32]1>>[F:1][c:2]1[c:3]([S:9](=[O:10])(=[O:11])[NH:12][c:13]2[c:14]([C:15](=[O:16])[NH:35][CH2:34][CH:33]([c:30]3[cH:29][cH:28][c:27]([N+:24](=[O:25])[O-:26])[cH:32][cH:31]3)[CH3:36])[cH:18][cH:19][c:20]([I:22])[cH:21]2)[c:4]([F:8])[cH:5][cH:6][cH:7]1. Starting materials: C(C#C)OC=1SC=C(N1)CO ([2-(2-propynyloxy)-thiazol-4-yl]methanol), S(=O)(Cl)Cl (thionyl chloride). Solvent: C(Cl)(Cl)Cl (chloroform). The product is ClCC=1N=C(SC1)OCC#C (4-(chloromethyl)-2-(2-propynyloxy)-thiazole). Yield: 135.3%. As a reaction SMILES: [CH2:1]([O:4][C:5]1[S:6][CH:7]=[C:8]([CH2:10]O)[N:9]=1)[C:2]#[CH:3].S(Cl)([Cl:14])=O>C(Cl)(Cl)Cl>[Cl:14][CH2:10][C:8]1[N:9]=[C:5]([O:4][CH2:1][C:2]#[CH:3])[S:6][CH:7]=1. Procedure: 0.20 g of [2-(2-propynyloxy)-thiazol-4-yl]methanol was dissolved in 5 ml of chloroform, and 0.2 g of thionyl chloride was added. The mixture was heated to reflux for 1 hour. The reaction mixture was cooled to room temperature and then concentrated under reduced pressure to obtain 0.30 g of 4-(chloromethyl)-2-(2-propynyloxy)-thiazole.